From a dataset of the Open Reaction Database (ORD), a public repository of structured organic reaction records. describe an organic reaction: reactants, conditions, products, and yield The reactants are C1(=CC=CC=C1)C1=NC2=CC=CC=C2C(=C1)OCC(=O)O ((2-phenyl-4-quinolyl)oxyacetic acid), Cl (hydrochloric acid), S(=O)(Cl)Cl (thionyl chloride), Cl (hydrochloride). Solvent: C(Cl)(Cl)Cl (chloroform), C(C)OCC (ethyl ether), C1(=CC=CC=C1)C (toluene), CC(=O)C (acetone), C(C)N(CC)CC (triethylamine), N1CCCCC1 (piperidine). Product: Cl.C1(=CC=CC=C1)C1=NC2=CC=CC=C2C(=C1)OCC(=O)N1CCCCC1 (1-[(2-phenyl-4-quinolyl)oxyacetyl]piperidine hydrochloride). As a reaction SMILES: [C:1]1([C:7]2[CH:16]=[C:15]([O:17][CH2:18][C:19](O)=[O:20])[C:14]3[C:9](=[CH:10][CH:11]=[CH:12][CH:13]=3)[N:8]=2)[CH:6]=[CH:5][CH:4]=[CH:3][CH:2]=1.S(Cl)([Cl:24])=O.Cl>C(Cl)(Cl)Cl.N1CCCCC1.C(N(CC)CC)C.C1(C)C=CC=CC=1.CC(C)=O.C(OCC)C>[ClH:24].[C:1]1([C:7]2[CH:16]=[C:15]([O:17][CH2:18][C:19]([N:8]3[CH2:9][CH2:14][CH2:15][CH2:16][CH2:7]3)=[O:20])[C:14]3[C:9](=[CH:10][CH:11]=[CH:12][CH:13]=3)[N:8]=2)[CH:2]=[CH:3][CH:4]=[CH:5][CH:6]=1 |f:9.10|. Reported procedure: The procedure is as in Example 1, but starting with (2-phenyl-4-quinolyl)oxyacetic acid (3 g), thionyl chloride (2.35 cc) in chloroform (50 cc), piperidine (1.04 cc) and triethylamine (3 cc) in toluene (50 cc). The residue obtained is converted in acetone to its hydrochloride by adding a solution of hydrochloric acid in ethyl ether. After recrystallization in ethanol, 1-[(2-phenyl-4-quinolyl)oxyacetyl]piperidine hydrochloride (0.46 g), m.p. 146° C., is obtained. Reaction SMILES: [CH3:16][OH:17].[CH3:1][O:2][C:3]([c:4]1[cH:5][c:6]([C:11]#[N:12])[cH:7][c:8]([I:10])[cH:9]1)=[O:13].[Li+:15].[O:18]1[CH2:19][CH2:20][CH2:21][CH2:22]1.[OH-:14]>>[O:2]=[C:3]([c:4]1[cH:5][c:6]([C:11]#[N:12])[cH:7][c:8]([I:10])[cH:9]1)[OH:13]. The reactants are CO, COC(=O)c1cc(I)cc(C#N)c1, [Li+], C1CCOC1, [OH-]. Product: N#Cc1cc(I)cc(C(=O)O)c1. Reactants: FC(C1=CC=C(C=C1)N[C@@H](CC(=O)N)CC)(F)F ((3R)-3-(4-trifluoromethyl-phenylamino)-pentanoic acid amide), ClC(=O)OC (methyl chloroformate), CC(C)([O-])C.[Li+] (lithium t-butoxide). Solvent: C(C)(C)OC(C)C (isopropyl ether). Run at temperature 2 celsius, time 2 hour. Product: COC(NC(C[C@@H](CC)NC1=CC=C(C=C1)C(F)(F)F)=O)=O ((3R)-[3-(4-Trifluoromethyl-phenylamino)-pentanoyl]-carbamic acid methyl ester). The yield is 100.7%. RXN SMILES: [F:1][C:2]([F:18])([F:17])[C:3]1[CH:8]=[CH:7][C:6]([NH:9][C@H:10]([CH2:15][CH3:16])[CH2:11][C:12]([NH2:14])=[O:13])=[CH:5][CH:4]=1.Cl[C:20]([O:22][CH3:23])=[O:21].CC(C)([O-])C.[Li+]>C(OC(C)C)(C)C>[CH3:23][O:22][C:20](=[O:21])[NH:14][C:12](=[O:13])[CH2:11][C@H:10]([NH:9][C:6]1[CH:7]=[CH:8][C:3]([C:2]([F:17])([F:18])[F:1])=[CH:4][CH:5]=1)[CH2:15][CH3:16] |f:2.3|. Reported procedure: A clean, dry and nitrogen gas purged 100 L glass tank was charged with (3R)-3-(4-trifluoromethyl-phenylamino)-pentanoic acid amide (6094 g, 23.42 mol), isopropyl ether (30 L) and methyl chloroformate (2.7 kg, 29 mol). The resulting slurry was cooled to 2° C. The reaction tank was then charged with lithium t-butoxide solution (18-20% in THF, 24.6 kg, ˜58 mol) at such a rate as to maintain the internal temperature below 10° C. and preferably at a temperature of about 5° C. Ten minutes after additi...